Dataset: the Open Reaction Database (ORD), a public repository of structured organic reaction records. Task: describe an organic reaction: reactants, conditions, products, and yield Starting materials: COC1=C(C(=CC=C1)[N+](=O)[O-])C (2-methoxy-6-nitro-toluene), [H][H] (hydrogen). Reagents/catalysts: [Ni] (Raney nickel). The solvent is C(C)O (ethanol). Product: COC=1C(=C(N)C=CC1)C (3-Methoxy-2-methyl-aniline). Reaction SMILES: [CH3:1][O:2][C:3]1[CH:8]=[CH:7][CH:6]=[C:5]([N+:9]([O-])=O)[C:4]=1[CH3:12].[H][H]>C(O)C.[Ni]>[CH3:1][O:2][C:3]1[C:4]([CH3:12])=[C:5]([CH:6]=[CH:7][CH:8]=1)[NH2:9]. Reported procedure: 200 gm (1.19 mols) of 2-methoxy-6-nitro-toluene were hydrogenated in 2.5 liters of ethanol in the presence of 25 gm of Raney nickel at 100 bar until the absorption of the calculated amount of hydrogen. The reaction mixture was filtered and evaporated in vacuo. After distillation 158.3 gm (97% of theory) of 3-methoxy-2-methylaniline were obtained. The reactants are O1C(=CC=C1)C(CC(=O)OCC)=O (ethyl 3-(2-furyl)-3-ketopropionate), COC(N(C)C)OC (dimethylformamide dimethylacetal), residue, [Sn](Cl)(Cl)(Cl)Cl.FC1=C(C=C(C=C1)NN)C#N (4-fluoro-3-cyanophenylhydrazine tin chloride). Solvent: C1=CC=CC=C1 (benzene), C(C)(=O)O (acetic acid). Conditions: temperature 80 celsius, time 2 hour. Yields the product C(#N)C=1C=C(C=CC1F)N1N=CC(=C1C=1OC=CC1)C(=O)OCC (ethyl 1-(3-cyano-4-fluorophenyl)-5-(2-furyl)pyrazole-4-carboxylate). Isolated yield 35.1%. Reaction SMILES: [O:1]1[CH:5]=[CH:4][CH:3]=[C:2]1[C:6](=O)[CH2:7][C:8]([O:10][CH2:11][CH3:12])=[O:9].COC(OC)[N:17]([CH3:19])C.[Sn](Cl)(Cl)(Cl)Cl.[F:27][C:28]1[CH:33]=[CH:32][C:31]([NH:34]N)=[CH:30][C:29]=1[C:36]#[N:37]>C1C=CC=CC=1.C(O)(=O)C>[C:36]([C:29]1[CH:30]=[C:31]([N:34]2[C:6]([C:2]3[O:1][CH:5]=[CH:4][CH:3]=3)=[C:7]([C:8]([O:10][CH2:11][CH3:12])=[O:9])[CH:19]=[N:17]2)[CH:32]=[CH:33][C:28]=1[F:27])#[N:37] |f:2.3|. Procedure: To a solution of ethyl 3-(2-furyl)-3-ketopropionate (2.1 g, 11.5 mmol) in 20 mL of benzene was added dimethylformamide dimethylacetal (2.3 mL, 17.3 mmol). The resulting solution was stirred at 80° C. for 2 h. The reaction was cooled, filtered through a pad of silica gel and concentrated in vacuo. A portion of the residue (0.60 g, 2.54 mmol) was dissolved in 20 mL of glacial acetic acid and then there was added 4-fluoro-3-cyanophenylhydrazine tin chloride (1.05 g, 2.8 mmol). The reaction mixture ... Reactants: CC(=O)N1CCC(CNC(=O)OC(C)(C)C)(c2ccccc2)CC1, C1COCCO1, Cl. The product is Cl, CC(=O)N1CCC(CN)(c2ccccc2)CC1. RXN SMILES: [C:1]([O:2][C:3](=[O:4])[NH:7][CH2:8][C:9]1([c:18]2[cH:19][cH:20][cH:21][cH:22][cH:23]2)[CH2:10][CH2:11][N:12]([C:15]([CH3:16])=[O:17])[CH2:13][CH2:14]1)([CH3:5])([CH3:6])[CH3:24].[CH2:26]1[O:27][CH2:28][CH2:29][O:30][CH2:31]1.[ClH:25]>>[ClH:25].[NH2:7][CH2:8][C:9]1([c:18]2[cH:19][cH:20][cH:21][cH:22][cH:23]2)[CH2:10][CH2:11][N:12]([C:15]([CH3:16])=[O:17])[CH2:13][CH2:14]1. Reactants: CCCC(=O)C(=COCC)C(=O)OCC, Nc1ccccc1F. RXN SMILES: [C:9]([CH2:10][CH2:11][CH3:12])(=[O:13])[C:14]([C:15](=[O:16])[O:17][CH2:18][CH3:19])=[CH:20][O:21][CH2:22][CH3:23].[NH2:1][c:2]1[cH:3][cH:4][cH:5][cH:6][c:7]1[F:8]>>[NH:1]([c:2]1[cH:3][cH:4][cH:5][cH:6][c:7]1[F:8])[CH:20]=[C:14]([C:9]([CH2:10][CH2:11][CH3:12])=[O:13])[C:15](=[O:16])[O:17][CH2:18][CH3:19]. Product: CCCC(=O)C(=CNc1ccccc1F)C(=O)OCC. Reactants: ClC(Cl)Cl, O=S(=O)(c1ccccc1)n1cc(Br)c2ccccc21, OB(O)c1c(-c2ccccn2)nn2c1CCC2. The product is O=S(=O)(c1ccccc1)n1cc(-c2c(-c3ccccn3)nn3c2CCC3)c2ccccc21. RXN SMILES: [CH:37]([Cl:38])([Cl:39])[Cl:40].[c:1]1([S:7](=[O:8])(=[O:9])[n:10]2[cH:11][c:12]([Br:19])[c:13]3[cH:14][cH:15][cH:16][cH:17][c:18]23)[cH:2][cH:3][cH:4][cH:5][cH:6]1.[n:20]1[c:21](-[c:26]2[c:27]([B:34]([OH:35])[OH:36])[c:28]3[n:29]([n:30]2)[CH2:31][CH2:32][CH2:33]3)[cH:22][cH:23][cH:24][cH:25]1>>[c:1]1([S:7](=[O:8])(=[O:9])[n:10]2[cH:11][c:12](-[c:27]3[c:26](-[c:21]4[n:20][cH:25][cH:24][cH:23][cH:22]4)[n:30][n:29]4[c:28]3[CH2:33][CH2:32][CH2:31]4)[c:13]3[cH:14][cH:15][cH:16][cH:17][c:18]23)[cH:2][cH:3][cH:4][cH:5][cH:6]1. Starting materials: C(C)(C)N(CC)C(C)C (diisopropylethylamine), C(=O)(OC(C)(C)C)N1C[C@H](OCC1)CC1=CC(=C(C=C1)O)Cl (N-BOC-(R)-2-(3-chloro-4-hydroxybenzyl)morpholine), intermediate ( a ), C([O-])([O-])=O.[K+].[K+] (potassium carbonate), C(C#C)Br (propargyl bromide), C([O-])([O-])=O (carbonate), C1(=CC=CC=C1)S (thiophenol). Solvent: CC(=O)C (acetone). Conditions: temperature 55 celsius, time 16 hour. Product: ClC=1C=C(C[C@@H]2CNCCO2)C=CC1OCC#C ((R)-2-(3-chloro-4-(prop-2-yn-1-yloxy)benzyl)morpholine), example 39. RXN SMILES: C([N:8]1[CH2:13][CH2:12][O:11][C@H:10]([CH2:14][C:15]2[CH:20]=[CH:19][C:18]([OH:21])=[C:17]([Cl:22])[CH:16]=2)[CH2:9]1)(OC(C)(C)C)=O.C(=O)([O-])[O-].[K+].[K+].[CH2:29](Br)[C:30]#[CH:31].C1(S)C=CC=CC=1.C(=O)([O-])[O-].C(N(C(C)C)CC)(C)C>CC(C)=O>[Cl:22][C:17]1[CH:16]=[C:15]([CH:20]=[CH:19][C:18]=1[O:21][CH2:31][C:30]#[CH:29])[CH2:14][C@H:10]1[O:11][CH2:12][CH2:13][NH:8][CH2:9]1 |f:1.2.3|. Procedure details: N-BOC-(R)-2-(3-chloro-4-hydroxybenzyl)morpholine, example 7, intermediate (a) (52 mg, 0.16 mmol), was dissolved in acetone (1.5 mL) with potassium carbonate (44 mg, 0.32 mmol) and propargyl bromide (53 uL, 0.47 mmol) added in one portion. The reaction was then heated to 55° C. and shaken at that temperature for 16 hrs. The reaction mixture was filtered, washing with acetone (1 mL×2) and the liquor evaporated under a high flow of nitrogen. The residue was dissolved in tetrahydrofuran: ethanol (1:... The reactants are FC(F)(F)c1ccc(Br)cn1, C1CCOC1, CC(C)[Mg+], C1=NCCc2ccccc21, [Cl-], O=C(Cl)OCc1ccccc1. Yields the product O=C(OCc1ccccc1)N1CCc2ccccc2C1c1ccc(C(F)(F)F)nc1. As a reaction SMILES: [Br:1][c:2]1[cH:3][cH:4][c:5]([C:8]([F:9])([F:10])[F:11])[n:6][cH:7]1.[CH2:38]1[O:39][CH2:40][CH2:41][CH2:42]1.[CH:13]([Mg+:14])([CH3:15])[CH3:16].[CH:17]1=[N:18][CH2:19][CH2:20][c:21]2[cH:22][cH:23][cH:24][cH:25][c:26]21.[Cl-:12].[Cl:27][C:28](=[O:29])[O:30][CH2:31][c:32]1[cH:33][cH:34][cH:35][cH:36][cH:37]1>>[c:2]1([CH:17]2[N:18]([C:28](=[O:29])[O:30][CH2:31][c:32]3[cH:33][cH:34][cH:35][cH:36][cH:37]3)[CH2:19][CH2:20][c:21]3[cH:22][cH:23][cH:24][cH:25][c:26]32)[cH:3][cH:4][c:5]([C:8]([F:9])([F:10])[F:11])[n:6][cH:7]1.